This data is from the Open Reaction Database (ORD), a public repository of structured organic reaction records. The task is: describe an organic reaction: reactants, conditions, products, and yield The reactants are ClC1=NC2=CC(=C(C=C2C=C1C(=O)C(C(=O)OCC)=CN(C)C)F)Cl (ethyl 2-(2,7-dichloro-6-fluoroquinoline-3-carbonyl)-3-dimethylaminoacrylate), solid, C(=O)N(N)C (N-formyl-N-methylhydrazine), C1CCC2=NCCCN2CC1 (DBU). Run in C(C)O (ethanol). The product is ClC=1C(=CC=2C(=NC=3N(C=C(C(C3C2)=O)C(=O)OCC)N(C)C=O)C1)F (8-chloro-3-ethoxycarbonyl-7-fluoro-1-(N-formyl-N-methylamino)-4-oxo-1,4-dihydro-benzo[b][1,8]naphthyridine). Isolated yield 86.9%. As a reaction SMILES: Cl[C:2]1[C:11]([C:12]([C:14](=[CH:20][N:21](C)C)[C:15]([O:17][CH2:18][CH3:19])=[O:16])=[O:13])=[CH:10][C:9]2[C:4](=[CH:5][C:6]([Cl:25])=[C:7]([F:24])[CH:8]=2)[N:3]=1.[CH:26]([N:28]([CH3:30])N)=[O:27].C1CCN2C(=NCCC2)CC1>C(O)C>[Cl:25][C:6]1[C:7]([F:24])=[CH:8][C:9]2[C:4]([CH:5]=1)=[N:3][C:2]1[N:21]([N:28]([CH:26]=[O:27])[CH3:30])[CH:20]=[C:14]([C:15]([O:17][CH2:18][CH3:19])=[O:16])[C:12](=[O:13])[C:11]=1[CH:10]=2. Procedure: The 8-chloro-3-ethoxycarbonyl-7-fluoro-1-(N-formyl-N-methylamino)-4-oxo-1,4-dihydro-benzo[b][1,8]naphthyridine is prepared under the conditions of Example 1 but starting from 19.25 g of ethyl 2-(2,7-dichloro-6-fluoroquinoline-3-carbonyl)-3-dimethylaminoacrylate, 4.05 g of N-formyl-N-methylhydrazine and 1.6 g of DBU in 200 cm3 of ethanol. 16.4 g of 8-chloro-3-ethoxycarbonyl-7-fluoro-1-(N-formyl-N-methylamino)-4-oxo-1,4-dihydro-benzo[b][1,8]naphthyridine are obtained in the form of a colourless so... Reactants: CC1CC(=O)NC1C(=O)O, C(=NC1CCCCC1)=NC1CCCCC1, NC(=O)C1CCCN1C(=O)C(N)Cc1c[nH]cn1, CN(C)C=O, On1nnc2ccccc21. Product: CC1CC(=O)NC1C(=O)NC(Cc1c[nH]cn1)C(=O)N1CCCC1C(N)=O. As a reaction SMILES: [CH3:1][CH:2]1[CH:3]([C:8](=[O:9])[OH:10])[NH:4][C:5](=[O:7])[CH2:6]1.[CH:21]1([N:22]=[C:23]=[N:24][CH:25]2[CH2:26][CH2:27][CH2:28][CH2:29][CH2:30]2)[CH2:31][CH2:32][CH2:33][CH2:34][CH2:35]1.[NH2:36][CH:37]([CH2:38][c:39]1[cH:40][nH:41][cH:42][n:43]1)[C:44](=[O:45])[N:46]1[CH:47]([C:48](=[O:49])[NH2:50])[CH2:51][CH2:52][CH2:53]1.[O:54]=[CH:55][N:56]([CH3:57])[CH3:58].[OH:11][n:12]1[c:13]2[c:14]([cH:15][cH:16][cH:17][cH:18]2)[n:19][n:20]1>>[CH3:1][CH:2]1[CH:3]([C:8](=[O:10])[NH:36][CH:37]([CH2:38][c:39]2[cH:40][nH:41][cH:42][n:43]2)[C:44](=[O:45])[N:46]2[CH:47]([C:48](=[O:49])[NH2:50])[CH2:51][CH2:52][CH2:53]2)[NH:4][C:5](=[O:7])[CH2:6]1. The reactants are CC(C)(CCn1ccc2cc(C=O)ccc21)NC(=O)OC(C)(C)C, O. Product: CC(C)(N)CCn1ccc2cc(C=O)ccc21. RXN SMILES: [C:1]([O:2][C:3](=[O:4])[NH:8][C:9]([CH2:10][CH2:11][n:12]1[cH:13][cH:14][c:15]2[cH:16][c:17]([CH:21]=[O:22])[cH:18][cH:19][c:20]12)([CH3:23])[CH3:24])([CH3:5])([CH3:6])[CH3:7].[OH2:25]>>[NH2:8][C:9]([CH2:10][CH2:11][n:12]1[cH:13][cH:14][c:15]2[cH:16][c:17]([CH:21]=[O:22])[cH:18][cH:19][c:20]12)([CH3:23])[CH3:24]. Starting materials: O=C1c2ccccc2C(=O)N1CCCCCBr, O=C([O-])[O-], CN(C)C=O, [K+], [K+], O, c1ccc(C(OC2CCNCC2)c2ccccc2)cc1. Product: O=C1c2ccccc2C(=O)N1CCCCCN1CCC(OC(c2ccccc2)c2ccccc2)CC1. RXN SMILES: [Br:1][CH2:2][CH2:3][CH2:4][CH2:5][CH2:6][N:7]1[C:8](=[O:17])[c:9]2[c:10]([cH:13][cH:14][cH:15][cH:16]2)[C:11]1=[O:12].[C:38](=[O:39])([O-:40])[O-:41].[CH3:45][N:46]([CH3:47])[CH:48]=[O:49].[K+:42].[K+:43].[OH2:44].[c:18]1([CH:24]([O:25][CH:26]2[CH2:27][CH2:28][NH:29][CH2:30][CH2:31]2)[c:32]2[cH:33][cH:34][cH:35][cH:36][cH:37]2)[cH:19][cH:20][cH:21][cH:22][cH:23]1>>[CH2:2]([CH2:3][CH2:4][CH2:5][CH2:6][N:7]1[C:8](=[O:17])[c:9]2[c:10]([cH:13][cH:14][cH:15][cH:16]2)[C:11]1=[O:12])[N:29]1[CH2:28][CH2:27][CH:26]([O:25][CH:24]([c:18]2[cH:19][cH:20][cH:21][cH:22][cH:23]2)[c:32]2[cH:33][cH:34][cH:35][cH:36][cH:37]2)[CH2:31][CH2:30]1.